Dataset: the Open Reaction Database (ORD), a public repository of structured organic reaction records. Task: describe an organic reaction: reactants, conditions, products, and yield Reactants: CCOC(=O)C(Cc1ccc(OCCNC(=O)c2ccc(-c3ccccn3)cc2)cc1)Oc1ccc(C(C)(C)C)cc1, [Na+], [OH-]. Product: CC(C)(C)c1ccc(OC(Cc2ccc(OCCNC(=O)c3ccc(-c4ccccn4)cc3)cc2)C(=O)O)cc1. Reaction SMILES: [C:1]([CH3:2])([CH3:3])([CH3:4])[c:5]1[cH:6][cH:7][c:8]([O:9][CH:10]([C:11](=[O:12])[O:13][CH2:14][CH3:15])[CH2:16][c:17]2[cH:18][cH:19][c:20]([O:23][CH2:24][CH2:25][NH:26][C:27]([c:28]3[cH:29][cH:30][c:31](-[c:34]4[n:35][cH:36][cH:37][cH:38][cH:39]4)[cH:32][cH:33]3)=[O:40])[cH:21][cH:22]2)[cH:41][cH:42]1.[Na+:44].[OH-:43]>>[C:1]([CH3:2])([CH3:3])([CH3:4])[c:5]1[cH:6][cH:7][c:8]([O:9][CH:10]([C:11](=[O:12])[OH:13])[CH2:16][c:17]2[cH:18][cH:19][c:20]([O:23][CH2:24][CH2:25][NH:26][C:27]([c:28]3[cH:29][cH:30][c:31](-[c:34]4[n:35][cH:36][cH:37][cH:38][cH:39]4)[cH:32][cH:33]3)=[O:40])[cH:21][cH:22]2)[cH:41][cH:42]1. The reactants are CN1CCN(c2ccc3cc[nH]c3c2)CC1, CN1CCCC1=O, ClCCl, [Cu], Fc1ccc(I)cc1, [K+], [K+], O=C([O-])[O-]. Yields the product CN1CCN(c2ccc3ccn(-c4ccc(F)cc4)c3c2)CC1. Reaction SMILES: [CH3:1][N:2]1[CH2:3][CH2:4][N:5]([c:8]2[cH:9][cH:10][c:11]3[cH:12][cH:13][nH:14][c:15]3[cH:16]2)[CH2:6][CH2:7]1.[CH3:31][N:32]1[CH2:33][CH2:34][CH2:35][C:36]1=[O:37].[Cl:38][CH2:39][Cl:40].[Cu:41].[F:23][c:24]1[cH:25][cH:26][c:27]([I:30])[cH:28][cH:29]1.[K+:17].[K+:18].[O-:19][C:20]([O-:21])=[O:22]>>[CH3:1][N:2]1[CH2:3][CH2:4][N:5]([c:8]2[cH:9][cH:10][c:11]3[cH:12][cH:13][n:14](-[c:27]4[cH:26][cH:25][c:24]([F:23])[cH:29][cH:28]4)[c:15]3[cH:16]2)[CH2:6][CH2:7]1. Procedure details: Similar procedure as described in example 1b was used, starting from 2-methylsulfanyl-5-[1-quinolin-6-yl-meth-(Z)-ylidene]-thiazol-4-one, 2-morpholin-4-yl-ethylamine and DIEA to give 2-(2-morpholin-4-yl-ethylamino)-5-[1-quinolin-6-yl-meth-(Z)-ylidene]-thiazol-4-one. LC-MS m/e 368 (MH+). As a reaction SMILES: CS[C:3]1[S:4]/[C:5](=[CH:9]\[C:10]2[CH:11]=[C:12]3[C:17](=[CH:18][CH:19]=2)[N:16]=[CH:15][CH:14]=[CH:13]3)/[C:6](=[O:8])[N:7]=1.[N:20]1([CH2:26][CH2:27][NH2:28])[CH2:25][CH2:24][O:23][CH2:22][CH2:21]1.CCN(C(C)C)C(C)C>>[N:20]1([CH2:26][CH2:27][NH:28][C:3]2[S:4]/[C:5](=[CH:9]\[C:10]3[CH:11]=[C:12]4[C:17](=[CH:18][CH:19]=3)[N:16]=[CH:15][CH:14]=[CH:13]4)/[C:6](=[O:8])[N:7]=2)[CH2:25][CH2:24][O:23][CH2:22][CH2:21]1. Yields the product N1(CCOCC1)CCNC=1S\C(\C(N1)=O)=C/C=1C=C2C=CC=NC2=CC1 (2-(2-morpholin-4-yl-ethylamino)-5-[1-quinolin-6-yl-meth-(Z)-ylidene]-thiazol-4-one). Reactants: CSC=1S\C(\C(N1)=O)=C/C=1C=C2C=CC=NC2=CC1 (2-methylsulfanyl-5-[1-quinolin-6-yl-meth-(Z)-ylidene]-thiazol-4-one), N1(CCOCC1)CCN (2-morpholin-4-yl-ethylamine), CCN(C(C)C)C(C)C (DIEA). Reactants: COc1ccccc1Br, O=C1CCC2(CC1)OCCO2. Product: COc1ccccc1C1(O)CCC2(CC1)OCCO2. RXN SMILES: [Br:1][c:2]1[c:3]([O:8][CH3:9])[cH:4][cH:5][cH:6][cH:7]1.[O:10]1[CH2:11][CH2:12][O:13][C:14]12[CH2:15][CH2:16][C:17](=[O:20])[CH2:18][CH2:19]2>>[c:2]1([C:17]2([OH:20])[CH2:16][CH2:15][C:14]3([O:10][CH2:11][CH2:12][O:13]3)[CH2:19][CH2:18]2)[c:3]([O:8][CH3:9])[cH:4][cH:5][cH:6][cH:7]1. Starting materials: [H-].[Al+3].[Li+].[H-].[H-].[H-] (lithium aluminum hydride), C(C1=CC=CC=C1)N1N=CC(=C1)C(=O)OCC (ethyl 1-benzyl-1H-pyrazole-4-carboxylate). Solvent: C1CCOC1 (THF), C1CCOC1 (THF). Reaction conditions: temperature 0 celsius, time 1 hour. The product is C(C1=CC=CC=C1)N1N=CC(=C1)CO ((1-benzyl-1H-pyrazol-4-yl)methanol). Reaction SMILES: [H-].[Al+3].[Li+].[H-].[H-].[H-].[CH2:7]([N:14]1[CH:18]=[C:17]([C:19](OCC)=[O:20])[CH:16]=[N:15]1)[C:8]1[CH:13]=[CH:12][CH:11]=[CH:10][CH:9]=1>C1COCC1>[CH2:7]([N:14]1[CH:18]=[C:17]([CH2:19][OH:20])[CH:16]=[N:15]1)[C:8]1[CH:9]=[CH:10][CH:11]=[CH:12][CH:13]=1 |f:0.1.2.3.4.5|. Procedure: To a stirred suspension of lithium aluminum hydride (LAH) (68 mg, 1.79 mmol) in THF (8 mL) at 0° C. was added dropwise over 5 min a solution of ethyl 1-benzyl-1H-pyrazole-4-carboxylate (250 mg, 1.1 mmol) in THF (5 mL). After stirring for 1 h at 0° C., it was warmed to rt for 30 min and then quenched with 1N HCl until a clear solution was obtained. Extraction with EtOAc (3×50 mL) and washing of the combined organic layers with water, and then brine, provided the crude (1-benzyl-1H-pyrazol-4-yl)me... Starting materials: C1(=CC=CC=C1)SC(F)(F)[Si](C)(C)C (PhSCF2SiMe3), S(=O)=O (sulfur dioxide), [F-].[Cs+] (CsF), [B-](F)(F)(F)F.[B-](F)(F)(F)F.C1C[N+]2(CC[N+]1(CC2)CCl)F (F-TEDA), C1(=CC=CC=C1)SC(F)(F)[Si](C)(C)C (PhSCF2SiMe3). Solvent: C(C)#N (acetonitrile). The product is S(=O)=O (sulfur dioxide), FC(S(=O)(=O)F)(SC1=CC=CC=C1)F (difluoro(phenylsulfanyl)methanesulfonyl fluoride), liquid. The yield is 57.0%. Reaction SMILES: [S:1](=[O:3])=[O:2].[C:4]1([S:10][C:11]([Si](C)(C)C)([F:13])[F:12])[CH:9]=[CH:8][CH:7]=[CH:6][CH:5]=1.[F-].[Cs+].[B-](F)(F)(F)[F:21].[B-](F)(F)(F)F.C1[N+]2(CCl)CC[N+](F)(CC2)C1>C(#N)C>[S:1](=[O:3])=[O:2].[F:12][C:11]([F:13])([S:10][C:4]1[CH:9]=[CH:8][CH:7]=[CH:6][CH:5]=1)[S:1]([F:21])(=[O:3])=[O:2] |f:2.3,4.5.6|. Procedure: A solution of sulfur dioxide was prepared by bubbling sulfur dioxide (3.9 g, 61 mmol) in a solution of anhydrous acetonitrile (20 ml) at ambient temperature. This solution was added to PhSCF2SiMe3 (4.3 g, 18.4 mmol, obtained according to the procedure from example 6) and stirred at ambient temperature under an inert atmosphere. Anhydrous CsF (2.8 g, 18.5 mmol) was then added to the reaction mixture, which was stirred at ambient temperature overnight. The reaction was monitored by TLC and by 19F ... The reactants are NC=1C=NC=CC1C1=NC=2N([C@@H](C(N(C2C=N1)C)=O)CC)C(C)C ((R)-2-(3-aminopyridin-4-yl)-7-ethyl-8-isopropyl-5-methyl-7,8-dihydropteridin-6(5H)-one), C(C)(=O)Cl (acetyl chloride), C(=O)(C(F)(F)F)O (TFA). Yields the product C(C)[C@@H]1C(N(C=2C=NC(=NC2N1C(C)C)C1=C(C=NC=C1)NC(C)=O)C)=O ((R)—N-(4-(7-ethyl-8-isopropyl-5-methyl-6-oxo-5,6,7,8-tetrahydropteridin-2-yl)pyridin-3-yl)acetamide). As a reaction SMILES: [NH2:1][C:2]1[CH:3]=[N:4][CH:5]=[CH:6][C:7]=1[C:8]1[N:17]=[CH:16][C:15]2[N:14]([CH3:18])[C:13](=[O:19])[C@@H:12]([CH2:20][CH3:21])[N:11]([CH:22]([CH3:24])[CH3:23])[C:10]=2[N:9]=1.[C:25](Cl)(=[O:27])[CH3:26].C(O)(C(F)(F)F)=O>>[CH2:20]([C@H:12]1[N:11]([CH:22]([CH3:23])[CH3:24])[C:10]2[N:9]=[C:8]([C:7]3[CH:6]=[CH:5][N:4]=[CH:3][C:2]=3[NH:1][C:25](=[O:27])[CH3:26])[N:17]=[CH:16][C:15]=2[N:14]([CH3:18])[C:13]1=[O:19])[CH3:21]. Procedure details: The title compound was prepared similarly to the methods described in Example 114, with (R)-2-(3-aminopyridin-4-yl)-7-ethyl-8-isopropyl-5-methyl-7,8-dihydropteridin-6(5H)-one (Example 93) instead of (R)-2-(3-aminopyridin-4-yl)-8-cyclopentyl-7-ethyl-5-methyl-7,8-dihydropteridin-6(5H)-one (Example 91) and with acetyl chloride instead of chloromethylcarbonate. LCMS (0.05% TFA): 369.1 m/z (M+H)+; 1H-NMR (DMSO-d6, 500 MHz): δ: 9.71 (s, 1H), 8.43 (d, 1H, J=5.0 Hz), 8.27 (d, 1H, J=5.0 Hz), 8.25 (s, 1H)...